This data is from the Open Reaction Database (ORD), a public repository of structured organic reaction records. The task is: describe an organic reaction: reactants, conditions, products, and yield Starting materials: ClC=1C=C(CC=2NC(C(=C(N2)SC)C#N)=O)C=CC1 (2-(3-chlorobenzyl)-4-(methylsulphanyl)-6-oxo-1,6-dihydropyrimidine-5-carbonitrile), N1CCOCC1 (morpholine). The product is ClC=1C=C(CC=2NC(C(=C(N2)N2CCOCC2)C#N)=O)C=CC1 (2-(3-Chlorobenzyl)-4-(morpholin-4-yl)-6-oxo-1,6-dihydropyrimidine-5-carbonitrile). As a reaction SMILES: [Cl:1][C:2]1[CH:3]=[C:4]([CH:17]=[CH:18][CH:19]=1)[CH2:5][C:6]1[NH:7][C:8](=[O:16])[C:9]([C:14]#[N:15])=[C:10](SC)[N:11]=1.[NH:20]1[CH2:25][CH2:24][O:23][CH2:22][CH2:21]1>>[Cl:1][C:2]1[CH:3]=[C:4]([CH:17]=[CH:18][CH:19]=1)[CH2:5][C:6]1[NH:7][C:8](=[O:16])[C:9]([C:14]#[N:15])=[C:10]([N:20]2[CH2:25][CH2:24][O:23][CH2:22][CH2:21]2)[N:11]=1. Procedure: In analogy to the preparation of Example 1, 150 mg (0.51 mmol) of 2-(3-chlorobenzyl)-4-(methylsulphanyl)-6-oxo-1,6-dihydropyrimidine-5-carbonitrile are reacted with 448 mg (5.14 mmol) of morpholine to give 109 mg (63% of theory) of the title compound. Starting materials: N1=NC=CC=C1 (pyridazine), COC1=NC2=CC=C(C=C2C=C1)[Li] (2-methoxy-6-lithioquinoline), COC1=NC2=CC=C(C=C2C=C1)C1=CN=NC=C1 (2-methoxy-6-(4-pyridazinyl)quinoline). Yields the product COC1=NC2=CC=C(C=C2C=C1)C=1N=NC=CC1 (2-methoxy-6-(3-pyridazinyl)quinoline). As a reaction SMILES: [N:1]1[CH:6]=[CH:5][CH:4]=[CH:3][N:2]=1.[CH3:7][O:8][C:9]1[CH:18]=[CH:17][C:16]2[C:11](=[CH:12][CH:13]=[C:14]([Li])[CH:15]=2)[N:10]=1.COC1C=CC2C(=CC=C(C3C=CN=NC=3)C=2)N=1>>[CH3:7][O:8][C:9]1[CH:18]=[CH:17][C:16]2[C:11](=[CH:12][CH:13]=[C:14]([C:6]3[N:1]=[N:2][CH:3]=[CH:4][CH:5]=3)[CH:15]=2)[N:10]=1. Reported procedure: The following compounds were prepared similarly to the previous Preparation using pyridazine and 2-methoxy-6-lithioquinoline as starting materials. In this case a mixture of 2-methoxy-6-(4-pyridazinyl)quinoline and 2-methoxy-6-(3-pyridazinyl)quinoline was formed which was separated by chromatography on silica (Merck "MK. 60.9385") eluting with ethyl acetate.